Dataset: the Open Reaction Database (ORD), a public repository of structured organic reaction records. Task: describe an organic reaction: reactants, conditions, products, and yield Starting materials: Cc1ccc(C#N)nc1Br, CCOC(C)=O, [H-], [Na+], C1CCOC1, OCc1ccccc1. Yields the product Cc1ccc(C#N)nc1OCc1ccccc1. Reaction SMILES: [Br:1][c:2]1[n:3][c:4]([C:9]#[N:10])[cH:5][cH:6][c:7]1[CH3:8].[CH3:26][CH2:27][O:28][C:29](=[O:30])[CH3:31].[H-:19].[Na+:20].[O:21]1[CH2:22][CH2:23][CH2:24][CH2:25]1.[OH:11][CH2:12][c:13]1[cH:14][cH:15][cH:16][cH:17][cH:18]1>>[c:2]1([O:11][CH2:12][c:13]2[cH:14][cH:15][cH:16][cH:17][cH:18]2)[n:3][c:4]([C:9]#[N:10])[cH:5][cH:6][c:7]1[CH3:8]. Run at time 8 hour. Procedure details: The 1-(3,4-Dichloro-benzyl)-3-(4-iodomethyl-thiazol-2-yl)-urea intermediate (0.3 mmol) was taken up in tetrahydrofuran (5 ml) and isopropyl amine (20 eq.) was added. The reaction was stirred overnight at room temperature. Added a saturated solution of NaSO3 (40 ml). Extracted this with EtOAc twice. The combined organic extracts were dried over Na2SO4, filtered and solvent removed in vacuo. The crude 1-(3,4-dichlorobenzyl)-3-(4-((isopropylamino)methyl)thiazol-2-yl)urea was used as is. Starting materials: ClC=1C=C(CNC(=O)NC=2SC=C(N2)CI)C=CC1Cl (1-(3,4-Dichloro-benzyl)-3-(4-iodomethyl-thiazol-2-yl)-urea), C(C)(C)N (isopropyl amine), NaSO3. Yields the product ClC=1C=C(CNC(=O)NC=2SC=C(N2)CNC(C)C)C=CC1Cl (1-(3,4-Dichlorobenzyl)-3-(4-((isopropylamino)methyl)thiazol-2-yl)urea). Run in O1CCCC1 (tetrahydrofuran). As a reaction SMILES: [Cl:1][C:2]1[CH:3]=[C:4]([CH:17]=[CH:18][C:19]=1[Cl:20])[CH2:5][NH:6][C:7]([NH:9][C:10]1[S:11][CH:12]=[C:13]([CH2:15]I)[N:14]=1)=[O:8].[CH:21]([NH2:24])([CH3:23])[CH3:22]>O1CCCC1>[Cl:1][C:2]1[CH:3]=[C:4]([CH:17]=[CH:18][C:19]=1[Cl:20])[CH2:5][NH:6][C:7]([NH:9][C:10]1[S:11][CH:12]=[C:13]([CH2:15][NH:24][CH:21]([CH3:23])[CH3:22])[N:14]=1)=[O:8]. Reactants: C1COCCOCCOCCOCCO1 (15-crown-5), N1=CC(=CC=C1)S(=O)(=O)Cl (pyridin-3-ylsulfonyl chloride), FC1=C(C=CC=C1)C1=C(C(=CN1)C=O)C (5-(2-fluorophenyl)-4-methyl-1H-pyrrole-3-carbaldehyde), [H-].[Na+] (sodium hydride). The product is FC1=C(C=CC=C1)C1=C(C(=CN1S(=O)(=O)C=1C=NC=CC1)C=O)C (5-(2-Fluorophenyl)-4-methyl-1-(pyridin-3-ylsulfonyl)-1H-pyrrole-3-carbaldehyde), crystals. The yield is 87.0%. RXN SMILES: [F:1][C:2]1[CH:7]=[CH:6][CH:5]=[CH:4][C:3]=1[C:8]1[NH:12][CH:11]=[C:10]([CH:13]=[O:14])[C:9]=1[CH3:15].[H-].[Na+].C1OCCOCCOCCOCCOC1.[N:33]1[CH:38]=[CH:37][CH:36]=[C:35]([S:39](Cl)(=[O:41])=[O:40])[CH:34]=1>>[F:1][C:2]1[CH:7]=[CH:6][CH:5]=[CH:4][C:3]=1[C:8]1[N:12]([S:39]([C:35]2[CH:34]=[N:33][CH:38]=[CH:37][CH:36]=2)(=[O:41])=[O:40])[CH:11]=[C:10]([CH:13]=[O:14])[C:9]=1[CH3:15] |f:1.2|. Procedure: By a similar procedure as in Reference Example 256 and using 5-(2-fluorophenyl)-4-methyl-1H-pyrrole-3-carbaldehyde (301 mg), sodium hydride (60% in oil, 179 mg), 15-crown-5 (0.88 mL) and pyridin-3-ylsulfonyl chloride (476 mg), the title compound was obtained as white crystals (yield 440 mg, 87%). Reported procedure: A solution of rac-2,2-dimethylbutanoic acid[3-methyl-2-[3-(2-tetrahydropyranyloxy)-1-propynyl]phenyl]methyl ester (1.2 g) in methanol (50 mL) was hydrogenated over 10% palladium on carbon (0.2 g) at room temperature and ambient pressure for 90 minutes. After the catalyst was removed by filtration through Celite, the methanol was removed in vacuo to give 1.2 g of rac-2,2-dimethylbutanoic acid [2-[3-(2-tetrahydropyranyloxy)-1-propyl]-3-methylphenyl]methyl ester as an oil. A solution of the oil (1.... RXN SMILES: [CH3:1][C:2]1[C:3]([C:17]#[C:18][CH2:19][O:20][CH:21]2[CH2:26][CH2:25][CH2:24][CH2:23][O:22]2)=[C:4]([CH2:8][O:9][C:10](=[O:16])[C:11]([CH3:15])([CH3:14])[CH2:12][CH3:13])[CH:5]=[CH:6][CH:7]=1>CO.[Pd]>[O:22]1[CH2:23][CH2:24][CH2:25][CH2:26][CH:21]1[O:20][CH2:19][CH2:18][CH2:17][C:3]1[C:2]([CH3:1])=[CH:7][CH:6]=[CH:5][C:4]=1[CH2:8][O:9][C:10](=[O:16])[C:11]([CH3:15])([CH3:14])[CH2:12][CH3:13]. Product: O1C(CCCC1)OCCCC1=C(C=CC=C1C)COC(C(CC)(C)C)=O (rac-2,2-dimethylbutanoic acid [2-[3-(2-tetrahydropyranyloxy)-1-propyl]-3-methylphenyl]methyl ester). Conditions: time 90 minute. Reagents/catalysts: [Pd] (palladium on carbon). Solvent: CO (methanol). Reactants: CC=1C(=C(C=CC1)COC(C(CC)(C)C)=O)C#CCOC1OCCCC1 (rac-2,2-dimethylbutanoic acid[3-methyl-2-[3-(2-tetrahydropyranyloxy)-1-propynyl]phenyl]methyl ester). Isolated yield 98.9%. The reactants are C(=O)(OCC)C1CC=2C(=COC2)C1 (5-(carboethoxy)-2,4,5,6-tetrahydrocyclopenta[c]furan), [OH-].[K+] (potassium hydroxide). Run in C(C)O (ethanol), O (water). Product: C(=O)(O)C1CC=2C(=COC2)C1 (5-(carboxy)-2,4,5,6-tetrahydrocyclopenta[c]furan). RXN SMILES: [C:1]([CH:6]1[CH2:13][C:9]2=[CH:10][O:11][CH:12]=[C:8]2[CH2:7]1)([O:3]CC)=[O:2].[OH-].[K+]>C(O)C.O>[C:1]([CH:6]1[CH2:13][C:9]2=[CH:10][O:11][CH:12]=[C:8]2[CH2:7]1)([OH:3])=[O:2] |f:1.2|. Reported procedure: Dissolve 5-(carboethoxy)-2,4,5,6-tetrahydrocyclopenta[c]furan (6.2 g, 34.1 mmol) in ethanol (95%, 150 mL) and water (75 mL). Add potassium hydroxide (9.5 g, 0.17 mol) and stir at room temperature for 1 hour. Partition between water (150 mL) and ethyl ether (2×150 mL). Acidify the aqueous phase with hydrochloric acid to pH 1. Extract with methylene chloride (2×150 mL), dry (Na2SO4) and evaporate the solvent in vacuo to give 5-(carboxy)-2,4,5,6-tetrahydrocyclopenta[c]furan. Reactants: Nc1cc(Cl)c(Cc2cc3ccccc3cn2)c(Cl)c1, O=S(=O)(Cl)c1ccc(Cl)cc1Cl, c1ccncc1. Yields the product O=S(=O)(Nc1cc(Cl)c(Cc2cc3ccccc3cn2)c(Cl)c1)c1ccc(Cl)cc1Cl. As a reaction SMILES: [Cl:1][c:2]1[cH:3][c:4]([NH2:20])[cH:5][c:6]([Cl:19])[c:7]1[CH2:8][c:9]1[n:10][cH:11][c:12]2[cH:13][cH:14][cH:15][cH:16][c:17]2[cH:18]1.[Cl:21][c:22]1[c:23]([S:29](=[O:30])(=[O:31])[Cl:32])[cH:24][cH:25][c:26]([Cl:28])[cH:27]1.[cH:33]1[cH:34][cH:35][n:36][cH:37][cH:38]1>>[Cl:1][c:2]1[cH:3][c:4]([NH:20][S:29]([c:23]2[c:22]([Cl:21])[cH:27][c:26]([Cl:28])[cH:25][cH:24]2)(=[O:30])=[O:31])[cH:5][c:6]([Cl:19])[c:7]1[CH2:8][c:9]1[n:10][cH:11][c:12]2[cH:13][cH:14][cH:15][cH:16][c:17]2[cH:18]1. Starting materials: C(#N)C1=NN(C2=[N+](C=CC=C21)[O-])CCC(C(F)(F)F)(F)F (3-cyano-1-(3,3,4,4,4-pentafluorobutyl)-1H-pyrazolo[3,4-b]pyridine 7-oxide), O=P(Cl)(Cl)Cl (POCl3). Run at temperature 75 celsius, time 9 hour. Yields the product ClC1=CC=C2C(=N1)N(N=C2C#N)CCC(C(F)(F)F)(F)F (6-chloro-1-(3,3,4,4,4-pentafluorobutyl)-1H-pyrazolo[3,4-b]pyridine-3-carbonitrile). As a reaction SMILES: [C:1]([C:3]1[C:11]2[C:6](=[N+:7]([O-])[CH:8]=[CH:9][CH:10]=2)[N:5]([CH2:13][CH2:14][C:15]([F:21])([F:20])[C:16]([F:19])([F:18])[F:17])[N:4]=1)#[N:2].O=P(Cl)(Cl)[Cl:24]>>[Cl:24][C:8]1[N:7]=[C:6]2[N:5]([CH2:13][CH2:14][C:15]([F:21])([F:20])[C:16]([F:19])([F:18])[F:17])[N:4]=[C:3]([C:1]#[N:2])[C:11]2=[CH:10][CH:9]=1. Procedure: To the intermediate from Step A above (225 mg, 0.735 mmol) was added POCl3 (2.8 g, 18.3 mmol) and the mixture was stirred at 75° C. for 9 hours. The reaction mixture was then concentrated in vacuo to remove POCl3. To the residue was added hexane/ethyl acetate (2/1, 50 mL) and the pH adjusted to 7.5˜8.0 with aqueous K2CO3 at 0° C. The water layer was extracted with the hexane/ethyl acetate (2/1, 2×20 mL). The combined organic layer was dried over Na2SO4 and evaporated under reduced pressure. The ... Starting materials: CC1(CC=C(C=2C=CC(=CC12)C(C(=O)NC1=CC=C(C(=O)OC)C=C1)=O)C1=CC=C(C=C1)C)C (methyl 4-[2-(8,8-dimethyl-5-p-tolyl-7,8-dihydro-2-naphthyl)-2-oxoacetylamino]benzoate), O.[OH-].[Li+] (lithium hydroxide hydrate). Yields the product CC1(CC=C(C=2C=CC(=CC12)C(C(=O)NC1=CC=C(C(=O)O)C=C1)=O)C1=CC=C(C=C1)C)C (4-[2-(8,8-Dimethyl-5-p-tolyl-7,8-dihydro-2-naphthyl)-2-oxoacetylamino]benzoic acid). Reaction SMILES: [CH3:1][C:2]1([CH3:34])[C:11]2[CH:10]=[C:9]([C:12](=[O:26])[C:13]([NH:15][C:16]3[CH:25]=[CH:24][C:19]([C:20]([O:22]C)=[O:21])=[CH:18][CH:17]=3)=[O:14])[CH:8]=[CH:7][C:6]=2[C:5]([C:27]2[CH:32]=[CH:31][C:30]([CH3:33])=[CH:29][CH:28]=2)=[CH:4][CH2:3]1.O.[OH-].[Li+]>>[CH3:1][C:2]1([CH3:34])[C:11]2[CH:10]=[C:9]([C:12](=[O:26])[C:13]([NH:15][C:16]3[CH:25]=[CH:24][C:19]([C:20]([OH:22])=[O:21])=[CH:18][CH:17]=3)=[O:14])[CH:8]=[CH:7][C:6]=2[C:5]([C:27]2[CH:28]=[CH:29][C:30]([CH3:33])=[CH:31][CH:32]=2)=[CH:4][CH2:3]1 |f:1.2.3|. Procedure details: In a manner similar to that of Example 22e, by reacting 0.4 g (0.88 mmol) of methyl 4-[2-(8,8-dimethyl-5-p-tolyl-7,8-dihydro-2-naphthyl)-2-oxoacetylamino]benzoate with 0.074 g (1.77 mmol) of lithium hydroxide hydrate, a yellow solid is obtained (0.21 g; yield=56%; m.p.=255° C.).